describe an organic reaction: reactants, conditions, products, and yield From a dataset of the Open Reaction Database (ORD), a public repository of structured organic reaction records. The reactants are ClC1=NC=C(C(=N1)OCC#C)C#N (2-chloro-4-(2-propyn-1-yloxy)-5-cyanopyrimidine), COCCNS(=O)(=O)C1=CC=C(N)C=C1 (4[N-(2-methoxyethyl)sulphamoyl]aniline). The solvent is CC(CC)O (2-butanol). Yields the product COCCNS(=O)(=O)C1=CC=C(NC2=NC=C(C(=N2)OCC#C)C#N)C=C1 (2-{4-[N-(2-Methoxyethy)sulphamoyl]anilino}-4-(2-propyn-1-yloxy)-5-cyanopyrimidine). Isolated yield 66.8%. RXN SMILES: Cl[C:2]1[N:7]=[C:6]([O:8][CH2:9][C:10]#[CH:11])[C:5]([C:12]#[N:13])=[CH:4][N:3]=1.[CH3:14][O:15][CH2:16][CH2:17][NH:18][S:19]([C:22]1[CH:28]=[CH:27][C:25]([NH2:26])=[CH:24][CH:23]=1)(=[O:21])=[O:20]>CC(O)CC>[CH3:14][O:15][CH2:16][CH2:17][NH:18][S:19]([C:22]1[CH:28]=[CH:27][C:25]([NH:26][C:2]2[N:7]=[C:6]([O:8][CH2:9][C:10]#[CH:11])[C:5]([C:12]#[N:13])=[CH:4][N:3]=2)=[CH:24][CH:23]=1)(=[O:21])=[O:20]. Procedure details: A solution of 2-chloro-4-(2-propyn-1-yloxy)-5-cyanopyrimidine (Method 17; 219 mg, 1.13 mmol) and 4[N-(2-methoxyethyl)sulphamoyl]aniline (Method 38; 130 mg, 0.56 mmol) in 2-butanol (8 ml) was stirred at 50° C. for 18 hours. Solvent was removed under reduced pressure and the product recrystallized from methanol to give the title compound (145 mg, 67%). NMR: 2.90 (q, 2H), 3.15 (s, 3H), 3.25 (m, 2H), 3.70 (s, 1H), 5.20 (s, 2H), 7.55 (t, 1H), 7.75 (d, 2H), 7.90 (d, 2H), 8.80 (s, 1H); m/z 387.